From a dataset of the Open Reaction Database (ORD), a public repository of structured organic reaction records. describe an organic reaction: reactants, conditions, products, and yield Reactants: C1(CC1)C1=NC2=C(N1C1=NC(=C3N=C(N(C3=N1)C)C=O)N1CCOCC1)C=CC=C2 (2-(2-cyclopropylbenzoimidazol-1-yl)-9-methyl-6-morpholin-4-yl-9H-purine-8-carbaldehyde), [OH-].[Na+] (NaOH). The reagents and catalysts are [N+](=O)([O-])[O-].[Ag+] (AgNO3). Solvent: CCO (EtOH), O (H2O). Conditions: time 30 minute. Yields the product C1(CC1)C1=NC2=C(N1C1=NC(=C3N=C(N(C3=N1)C)C(=O)O)N1CCOCC1)C=CC=C2 (2-(2-Cyclopropylbenzoimidazol-1-yl)-9-methyl-6-morpholin-4-yl-9H-purine-8-carboxylic acid). The yield is 53.8%. RXN SMILES: [CH:1]1([C:4]2[N:8]([C:9]3[N:17]=[C:16]4[C:12]([N:13]=[C:14]([CH:19]=[O:20])[N:15]4[CH3:18])=[C:11]([N:21]4[CH2:26][CH2:25][O:24][CH2:23][CH2:22]4)[N:10]=3)[C:7]3[CH:27]=[CH:28][CH:29]=[CH:30][C:6]=3[N:5]=2)[CH2:3][CH2:2]1.[OH-:31].[Na+]>CCO.O.[N+]([O-])([O-])=O.[Ag+]>[CH:1]1([C:4]2[N:8]([C:9]3[N:17]=[C:16]4[C:12]([N:13]=[C:14]([C:19]([OH:31])=[O:20])[N:15]4[CH3:18])=[C:11]([N:21]4[CH2:26][CH2:25][O:24][CH2:23][CH2:22]4)[N:10]=3)[C:7]3[CH:27]=[CH:28][CH:29]=[CH:30][C:6]=3[N:5]=2)[CH2:3][CH2:2]1 |f:1.2,5.6|. Procedure: To a suspension of 2-(2-cyclopropylbenzoimidazol-1-yl)-9-methyl-6-morpholin-4-yl-9H-purine-8-carbaldehyde (500 mg, 1.24 mmol) in EtOH (16 mL) was added AgNO3 (265 mg, 1.56 mmol) followed by a solution of NaOH (302 mg, 7.5 mmol) in H2O (5 mL). The resulting black suspension was allowed to stir at r.t. for 30 min then filtered through Celite® and the resulting filtrate concentrated in vacuo. The resulting residue was dissolved in H2O and basified by the addition of aq. NaOH. The aqueous phase was ... The reactants are CC1=CC=C2C(N3C(C2=C1)OCC3C3=CC=CC=C3)=O (8-methyl-3-phenyl-2,3-dihydro-9bH-oxazolo[2,3-a]isoindol-5-one), C(C)[SiH](CC)CC (Triethylsilane), CCCCCC.C(C)(=O)OCC (hexane ethyl acetate). The reagents and catalysts are [Ti](Cl)(Cl)(Cl)Cl (titanium tetrachloride). Run in C(Cl)Cl (DCM), C(Cl)Cl (DCM). Reaction conditions: time 5 hour. The product is OCC(C1=CC=CC=C1)N1C(C2=CC=C(C=C2C1)C)=O (2-(2-Hydroxy-1-phenyl-ethyl)-5-methyl-2,3-dihydro-isoindol-1-one). RXN SMILES: [CH3:1][C:2]1[CH:10]=[C:9]2[C:5]([C:6](=[O:20])[N:7]3[CH:13]([C:14]4[CH:19]=[CH:18][CH:17]=[CH:16][CH:15]=4)[CH2:12][O:11][CH:8]32)=[CH:4][CH:3]=1.C([SiH](CC)CC)C.CCCCCC.C(OCC)(=O)C>C(Cl)Cl.[Ti](Cl)(Cl)(Cl)Cl>[OH:11][CH2:12][CH:13]([N:7]1[CH2:8][C:9]2[C:5](=[CH:4][CH:3]=[C:2]([CH3:1])[CH:10]=2)[C:6]1=[O:20])[C:14]1[CH:15]=[CH:16][CH:17]=[CH:18][CH:19]=1 |f:2.3|. Procedure: 8-methyl-3-phenyl-2,3-dihydro-9bH-oxazolo[2,3-a]isoindol-5-one (5.20 g, 19.60 mmol) was taken up in anhydrous DCM (100 mL) under argon and cooled to minus 78EC. Triethylsilane (9.12 g, 78.40 mmol, 12.52 mL) was added via syringe followed by titanium tetrachloride in DCM (1.0M, 58.80 mmol, 58.80 mL). The solution was stirred at minus 78EC for 5 h then allowed to warm to room temp and stir for 12 h. The reaction was slowly poured into ice and the aqueous layer was extracted three times with ethyl ...